Dataset: the Open Reaction Database (ORD), a public repository of structured organic reaction records. Task: describe an organic reaction: reactants, conditions, products, and yield Starting materials: CC(C)(C)[Si](C)(C)Oc1cccc2[nH]ccc12, O=C([O-])[O-], CCOC(=O)CBr, [Cs+], [Cs+]. Yields the product CCOC(=O)Cn1ccc2c(O[Si](C)(C)C(C)(C)C)cccc21. Reaction SMILES: [C:1]([CH3:2])([CH3:3])([CH3:4])[Si:5]([O:6][c:7]1[c:8]2[cH:9][cH:10][nH:11][c:12]2[cH:13][cH:14][cH:15]1)([CH3:16])[CH3:17].[C:25](=[O:26])([O-:27])[O-:28].[CH2:18]([CH3:19])[O:20][C:21]([CH2:22][Br:23])=[O:24].[Cs+:29].[Cs+:30]>>[C:1]([CH3:2])([CH3:3])([CH3:4])[Si:5]([O:6][c:7]1[c:8]2[cH:9][cH:10][n:11]([CH2:22][C:21]([O:20][CH2:18][CH3:19])=[O:24])[c:12]2[cH:13][cH:14][cH:15]1)([CH3:16])[CH3:17]. The reactants are [H-].[Na+] (Sodium hydride), C1(=CC=CC=C1)CCCC(C(=O)OCC)C(=O)OCC (diethyl 2-(3-phenylpropyl)malonate), C(C1=CC=CC=C1)OC1=CC=C(CCl)C=C1 (4-benzyloxybenzyl chloride). Run in CN(C(C)=O)C (N,N-dimethylacetamide), C1(=CC=CC=C1)C (toluene). Reaction conditions: time 30 minute. Product: C(C1=CC=CC=C1)OC1=CC=C(CC(C(=O)OCC)(C(=O)OCC)CCCC2=CC=CC=C2)C=C1 (Diethyl 2-(4-benzyloxybenzyl)-2-(3-phenylpropyl)malonate). Yield: 82.5%. RXN SMILES: [H-].[Na+].[C:3]1([CH2:9][CH2:10][CH2:11][CH:12]([C:18]([O:20][CH2:21][CH3:22])=[O:19])[C:13]([O:15][CH2:16][CH3:17])=[O:14])[CH:8]=[CH:7][CH:6]=[CH:5][CH:4]=1.[CH2:23]([O:30][C:31]1[CH:38]=[CH:37][C:34]([CH2:35]Cl)=[CH:33][CH:32]=1)[C:24]1[CH:29]=[CH:28][CH:27]=[CH:26][CH:25]=1>CN(C)C(=O)C.C1(C)C=CC=CC=1>[CH2:23]([O:30][C:31]1[CH:32]=[CH:33][C:34]([CH2:35][C:12]([CH2:11][CH2:10][CH2:9][C:3]2[CH:4]=[CH:5][CH:6]=[CH:7][CH:8]=2)([C:13]([O:15][CH2:16][CH3:17])=[O:14])[C:18]([O:20][CH2:21][CH3:22])=[O:19])=[CH:37][CH:38]=1)[C:24]1[CH:25]=[CH:26][CH:27]=[CH:28][CH:29]=1 |f:0.1|. Procedure: Sodium hydride (55% suspension in oil, 0.48 g) was added to a solution of diethyl 2-(3-phenylpropyl)malonate (2.78 g) in a mixture of N,N-dimethylacetamide (10 ml) and toluene (20 ml). The mixture was stirred at ambient temperature for 30 minutes. To the reaction mixture 4-benzyloxybenzyl chloride (2.45 g) was added and the mixture was stirred at ambient temperature for 30 minutes and then at 60° C. for 30 minutes. At the end of this time the reaction mixture was partitioned between ethyl acetat... Run in C(Cl)Cl (methylenechloride). Procedure details: To a solution of (+)-2-(4-bromo-2-fluorophenyl)cyclopropanecarboxylic acid from step 7 (1 eq) in methylenechloride was added an ethereal solution of diazomethane until reaction is completed by TLC. The resulting mixture was concentrated. The crude ester was used as such in the next step. The product is BrC1=CC(=C(C=C1)C1C(C1)C(=O)OC)F ((+)-methyl 2-(4-bromo-2-fluorophenyl)cyclopropanecarboxylate). Starting materials: BrC1=CC(=C(C=C1)C1C(C1)C(=O)O)F ((+)-2-(4-bromo-2-fluorophenyl)cyclopropanecarboxylic acid), [N+](=[N-])=C (diazomethane). RXN SMILES: [Br:1][C:2]1[CH:7]=[CH:6][C:5]([CH:8]2[CH2:10][CH:9]2[C:11]([OH:13])=[O:12])=[C:4]([F:14])[CH:3]=1.[N+](=[CH2:17])=[N-]>C(Cl)Cl>[Br:1][C:2]1[CH:7]=[CH:6][C:5]([CH:8]2[CH2:10][CH:9]2[C:11]([O:13][CH3:17])=[O:12])=[C:4]([F:14])[CH:3]=1.